From a dataset of the Open Reaction Database (ORD), a public repository of structured organic reaction records. describe an organic reaction: reactants, conditions, products, and yield Reactants: C(C)(C)(C)OC(=O)N1[C@H](C[C@H](C1)OCC1=CC=CC=C1)[C@@H]1[C@@H](N(C(O1)(C)C)C(C)=O)CC1=CC(=CC(=C1)F)F ((2R,4R)-2-[(4S,5S)-3-Acetyl-4-(3,5-difluoro-benzyl)-2,2-dimethyl-oxazolidin-5-yl]-4-benzyloxy-pyrrolidine-1-carboxylic acid tert-butyl ester), [H][H] (hydrogen). Reagents/catalysts: [Pd] (palladium on carbon). Solvent: CO (methanol). The product is C(C)(C)(C)OC(=O)N1[C@H](C[C@H](C1)O)[C@@H]1[C@@H](N(C(O1)(C)C)C(C)=O)CC1=CC(=CC(=C1)F)F ((2R,4R)-2-[(4S,5S)-3-Acetyl-4-(3,5-difluoro-benzyl)-2,2-dimethyl-oxazolidin-5-yl]-4-hydroxy-pyrrolidine-1-carboxylic acid tert-butyl ester). The yield is 100.0%. RXN SMILES: [C:1]([O:5][C:6]([N:8]1[CH2:12][C@H:11]([O:13]CC2C=CC=CC=2)[CH2:10][C@@H:9]1[C@H:21]1[O:25][C:24]([CH3:27])([CH3:26])[N:23]([C:28](=[O:30])[CH3:29])[C@H:22]1[CH2:31][C:32]1[CH:37]=[C:36]([F:38])[CH:35]=[C:34]([F:39])[CH:33]=1)=[O:7])([CH3:4])([CH3:3])[CH3:2].[H][H]>[Pd].CO>[C:1]([O:5][C:6]([N:8]1[CH2:12][C@H:11]([OH:13])[CH2:10][C@@H:9]1[C@H:21]1[O:25][C:24]([CH3:26])([CH3:27])[N:23]([C:28](=[O:30])[CH3:29])[C@H:22]1[CH2:31][C:32]1[CH:33]=[C:34]([F:39])[CH:35]=[C:36]([F:38])[CH:37]=1)=[O:7])([CH3:2])([CH3:3])[CH3:4]. Procedure details: Combine (2R,4R)-2-[(4S,5S)-3-Acetyl-4-(3,5-difluoro-benzyl)-2,2-dimethyl-oxazolidin-5-yl]-4-benzyloxy-pyrrolidine-1-carboxylic acid tert-butyl ester (0.12 g, 0.22 mmol), 10% palladium on carbon (12 mg) and methanol (10 mL) and stir overnight under 1 atmosphere of hydrogen. Add filter agent, filter, and concentrate under reduced pressure to provide the desired compound (0.100 g, 98%) as a foam. Starting materials: C1(CCCC1)N1C(C(=CC2=C1N=C(N=C2)SC)COC(C)=O)=O (Acetic acid 8-cyclopentyl-2-methylsulfanyl-7-oxo-7,8-dihydro-pyrido[2,3-d]pyrimidin-6-ylmethyl ester), C1(=CC=CC=C1)S(=O)(=O)N1OC1C1=CC=CC=C1 (2-benzenesulfonyl-3-phenyl-oxaziridine), C(C)OCC (diethyl ether). The solvent is ClCCl (dichloromethane). Run at time 5 hour. Yields the product C1(CCCC1)N1C(C(=CC2=C1N=C(N=C2)S(=O)C)COC(C)=O)=O (acetic acid 8-cyclopentyl-2-methanesulfinyl-7-oxo-7,8-dihydro-pyrido[2,3-d]pyrimidin-6-ylmethyl ester). RXN SMILES: [CH:1]1([N:6]2[C:11]3[N:12]=[C:13]([S:16][CH3:17])[N:14]=[CH:15][C:10]=3[CH:9]=[C:8]([CH2:18][O:19][C:20](=[O:22])[CH3:21])[C:7]2=[O:23])[CH2:5][CH2:4][CH2:3][CH2:2]1.C1(S(N2C(C3C=CC=CC=3)O2)(=O)=[O:31])C=CC=CC=1.C(OCC)C>ClCCl>[CH:1]1([N:6]2[C:11]3[N:12]=[C:13]([S:16]([CH3:17])=[O:31])[N:14]=[CH:15][C:10]=3[CH:9]=[C:8]([CH2:18][O:19][C:20](=[O:22])[CH3:21])[C:7]2=[O:23])[CH2:2][CH2:3][CH2:4][CH2:5]1. Reported procedure: Acetic acid 8-cyclopentyl-2-methylsulfanyl-7-oxo-7,8-dihydro-pyrido[2,3-d]pyrimidin-6-ylmethyl ester (0.85 g, 2.55 mmol), prepared as in Example 26, and 2-benzenesulfonyl-3-phenyl-oxaziridine (0.8 g, 3.06 mmol) were mixed in dichloromethane (20 ml) and stirred at room temperature for 5 hours. To this mixture was added diethyl ether giving a solid precipitate which was filtered and dried in vacuo to provide acetic acid 8-cyclopentyl-2-methanesulfinyl-7-oxo-7,8-dihydro-pyrido[2,3-d]pyrimidin-6-ylm... Starting materials: CC1CNCC(C)N1, CCOC(=O)c1cn(C2CC2)c2cc(F)c(F)c(N)c2c1=O. Yields the product CCOC(=O)c1cn(C2CC2)c2cc(N3CC(C)NC(C)C3)c(F)c(N)c2c1=O. Reaction SMILES: [CH3:23][CH:24]1[CH2:25][NH:26][CH2:27][CH:28]([CH3:30])[NH:29]1.[NH2:1][c:2]1[c:3]2[c:4](=[O:22])[c:5]([C:17](=[O:18])[O:19][CH2:20][CH3:21])[cH:6][n:7]([CH:14]3[CH2:15][CH2:16]3)[c:8]2[cH:9][c:10]([F:13])[c:11]1[F:12]>>[NH2:1][c:2]1[c:3]2[c:4](=[O:22])[c:5]([C:17](=[O:18])[O:19][CH2:20][CH3:21])[cH:6][n:7]([CH:14]3[CH2:15][CH2:16]3)[c:8]2[cH:9][c:10]([N:26]2[CH2:25][CH:24]([CH3:23])[NH:29][CH:28]([CH3:30])[CH2:27]2)[c:11]1[F:12].